Dataset: the Open Reaction Database (ORD), a public repository of structured organic reaction records. Task: describe an organic reaction: reactants, conditions, products, and yield Reactants: CCOCC(=O)O, Cl, CN(C(=O)N(C)C1CN(C(=O)C2CCNCC2)CC1c1ccc(F)cc1)c1cc(C(F)(F)F)cc(C(F)(F)F)c1. Yields the product CCOCC(=O)N1CCC(C(=O)N2CC(c3ccc(F)cc3)C(N(C)C(=O)N(C)c3cc(C(F)(F)F)cc(C(F)(F)F)c3)C2)CC1. As a reaction SMILES: [CH2:42]([CH3:43])[O:44][CH2:45][C:46](=[O:47])[OH:48].[ClH:1].[F:2][C:3]([c:4]1[cH:5][c:6]([N:14]([C:15](=[O:16])[N:17]([CH3:18])[CH:19]2[CH2:20][N:21]([C:31](=[O:32])[CH:33]3[CH2:34][CH2:35][NH:36][CH2:37][CH2:38]3)[CH2:22][CH:23]2[c:24]2[cH:25][cH:26][c:27]([F:30])[cH:28][cH:29]2)[CH3:39])[cH:7][c:8]([C:10]([F:11])([F:12])[F:13])[cH:9]1)([F:40])[F:41]>>[F:2][C:3]([c:4]1[cH:5][c:6]([N:14]([C:15](=[O:16])[N:17]([CH3:18])[CH:19]2[CH2:20][N:21]([C:31](=[O:32])[CH:33]3[CH2:34][CH2:35][N:36]([C:46]([CH2:45][O:44][CH2:42][CH3:43])=[O:47])[CH2:37][CH2:38]3)[CH2:22][CH:23]2[c:24]2[cH:25][cH:26][c:27]([F:30])[cH:28][cH:29]2)[CH3:39])[cH:7][c:8]([C:10]([F:11])([F:12])[F:13])[cH:9]1)([F:40])[F:41].